From a dataset of the Open Reaction Database (ORD), a public repository of structured organic reaction records. describe an organic reaction: reactants, conditions, products, and yield Starting materials: C1CCOC1, Cc1ccc(N)cc1-c1ccc(C(=O)NCC2CC2)cc1, O=C(O)C(F)(F)F. Yields the product Cc1ccc(NC(=O)C(F)(F)F)cc1-c1ccc(C(=O)NCC2CC2)cc1. Reaction SMILES: [CH2:29]1[O:30][CH2:31][CH2:32][CH2:33]1.[NH2:1][c:2]1[cH:3][cH:4][c:5]([CH3:21])[c:6](-[c:8]2[cH:9][cH:10][c:11]([C:14](=[O:15])[NH:16][CH2:17][CH:18]3[CH2:19][CH2:20]3)[cH:12][cH:13]2)[cH:7]1.[OH:22][C:23](=[O:24])[C:25]([F:26])([F:27])[F:28]>>[NH:1]([c:2]1[cH:3][cH:4][c:5]([CH3:21])[c:6](-[c:8]2[cH:9][cH:10][c:11]([C:14](=[O:15])[NH:16][CH2:17][CH:18]3[CH2:19][CH2:20]3)[cH:12][cH:13]2)[cH:7]1)[C:23](=[O:22])[C:25]([F:26])([F:27])[F:28]. Reactants: ( B ), C([O-])([O-])=O.[Na+].[Na+] (sodium carbonate), O.O.O.C(C)(=O)[O-].[Na+] (sodium acetate trihydrate), C([O-])([O-])=O.[Na+].[Na+] (sodium carbonate), O.O.O.C(C)(=O)[O-].[Na+] (sodium acetate trihydrate). The product is C(C)(=O)[O-].[Na+] (sodium acetate), C([O-])([O-])=O.[Na+].[Na+] (sodium carbonate). As a reaction SMILES: O.O.O.[C:4]([O-:7])(=[O:6])[CH3:5].[Na+:8].[C:9](=[O:12])([O-:11])[O-:10].[Na+].[Na+]>>[C:4]([O-:7])(=[O:6])[CH3:5].[Na+:8].[C:9](=[O:10])([O-:12])[O-:11].[Na+:8].[Na+:8] |f:0.1.2.3.4,5.6.7,8.9,10.11.12|. Reported procedure: Co-granules of sodium acetate and sodium carbonate were prepared using an alternative method, in which sodium acetate trihydrate was heated to a temperature of 70° C., and the resulting ‘molten’ salt was granulated with sodium carbonate (light soda ash) using a similar fashion to above with a ratio of liquid to solid of 1:1.85. The resulting co-granules (B) contained 65% sodium carbonate and 35% sodium acetate trihydrate. The reactants are C(C)ONC(=O)C=1N=CC=2N(C1NC1=C(C=C(C=C1)I)F)C=NC2 (N-ethoxy-5-(2-fluoro-4-iodophenylamino)imidazo[1,5-a]pyrazine-6-carboxamide), Cl.C1(CC1)CON (O-(cyclopropylmethyl)-hydroxylamine hydrochloride). Yields the product C1(CC1)CONC(=O)C=1N=CC=2N(C1NC1=C(C=C(C=C1)I)F)C=NC2 (N-(Cyclopropylmethoxy)-5-(2-fluoro-4-iodophenylamino)imidazo[1,5-a]pyrazine-6-carboxamide). RXN SMILES: [CH2:1]([O:3][NH:4][C:5]([C:7]1[N:8]=[CH:9][C:10]2[N:11]([CH:22]=[N:23][CH:24]=2)[C:12]=1[NH:13][C:14]1[CH:19]=[CH:18][C:17]([I:20])=[CH:16][C:15]=1[F:21])=[O:6])[CH3:2].Cl.[CH:26]1(CON)C[CH2:27]1>>[CH:2]1([CH2:1][O:3][NH:4][C:5]([C:7]2[N:8]=[CH:9][C:10]3[N:11]([CH:22]=[N:23][CH:24]=3)[C:12]=2[NH:13][C:14]2[CH:19]=[CH:18][C:17]([I:20])=[CH:16][C:15]=2[F:21])=[O:6])[CH2:27][CH2:26]1 |f:1.2|. Reported procedure: The title compound was prepared in an analogous fashion to N-ethoxy-5-(2-fluoro-4-iodophenylamino)imidazo[1,5-a]pyrazine-6-carboxamide, using O-(cyclopropylmethyl)-hydroxylamine hydrochloride as the starting material. 1H NMR (DMSO-d6, 400 MHz) δ ppm 11.82 (s, 1H), 10.36 (s, 1H), 8.82 (s, 1H), 7.95 (s, 1H), 7.91 (s, 1H), 7.73 (dd, J=10.4 Hz, 1.8 Hz, 1H), 7.44 (d, 8.4 Hz, 1H), 6.58 (t, J=8.4 Hz, 1H), 3.67 (d, J=7.2 Hz, 2H), 1.12 to 1.01 (m, 1H), 0.54-0.48 (m, 2H), 0.28-0.23 (m, 2H); LCMS (method D... Starting materials: C(C)OC(C(=O)O)CC1=CC=C(C2=C1SC=C2)OCCC=2N=C(OC2C)C2=C(C=C(C=C2)F)OCC ([rac]-2-ethoxy-3-(4-{2-[2-(2-ethoxy-4-fluoro-phenyl)-5-methyl-oxazol-4-yl]-ethoxy-}-benzo[b]thiophen-7-yl)-propionic acid), C1(=CC=CC=C1)P(C1=CC=CC=C1)C1=CC=CC=C1 (triphenylphosphine), N(=NC(=O)OCC)C(=O)OCC (DEAD), C(C)OC(C(CC1=CC=C(C=2CCCCC12)O)OCC)=O ([rac]-2-ethoxy-3-(4-hydroxy-5,6,7,8-tetrahydro-naphthalen-1-yl)-propionic acid ethyl ester). The product is C(C)OC(C(CC1=CC=C(C=2CCCCC12)OCCC=1N=C(OC1C)C1=C(C=C(C=C1)F)OCC)OCC)=O ([rac]-2-ethoxy-3-(4-{2-[2-(2-ethoxy-4-fluoro-phenyl)-5-methyl-oxazol-4-yl]-ethoxy}-5,6,7,8-tetrahydro-naphthalen-1-yl)-propionic acid ethyl ester). As a reaction SMILES: [CH2:1]([O:3][C:4](=[O:21])[CH:5]([O:18][CH2:19][CH3:20])[CH2:6][C:7]1[C:16]2[CH2:15][CH2:14][CH2:13][CH2:12][C:11]=2[C:10]([OH:17])=[CH:9][CH:8]=1)[CH3:2].C(OC(CC1C2SC=CC=2C(O[CH2:40][CH2:41][C:42]2[N:43]=[C:44]([C:48]3[CH:53]=[CH:52][C:51]([F:54])=[CH:50][C:49]=3[O:55][CH2:56][CH3:57])[O:45][C:46]=2[CH3:47])=CC=1)C(O)=O)C.C1(P(C2C=CC=CC=2)C2C=CC=CC=2)C=CC=CC=1.N(C(OCC)=O)=NC(OCC)=O>>[CH2:1]([O:3][C:4](=[O:21])[CH:5]([O:18][CH2:19][CH3:20])[CH2:6][C:7]1[C:16]2[CH2:15][CH2:14][CH2:13][CH2:12][C:11]=2[C:10]([O:17][CH2:40][CH2:41][C:42]2[N:43]=[C:44]([C:48]3[CH:53]=[CH:52][C:51]([F:54])=[CH:50][C:49]=3[O:55][CH2:56][CH3:57])[O:45][C:46]=2[CH3:47])=[CH:9][CH:8]=1)[CH3:2]. Reported procedure: In analogy to the procedure described in example 17 a], [rac]-2-ethoxy-3-(4-hydroxy-5,6,7,8-tetrahydro-naphthalen-1-yl)-propionic acid ethyl ester (example 108 b]) was reacted with 2-[2-(2-ethoxy-4-fluoro-phenyl)-5-methyl-oxazol-4-yl]-ethanol (example 95) in the presence of triphenylphosphine and DEAD (diethyl azodicarboxylate) to yield [rac]-2-ethoxy-3-(4-{2-[2-(2-ethoxy-4-fluoro-phenyl)-5-methyl-oxazol-4-yl]-ethoxy}-5,6,7,8-tetrahydro-naphthalen-1-yl)-propionic acid ethyl ester, which was furt...